This data is from the Open Reaction Database (ORD), a public repository of structured organic reaction records. The task is: describe an organic reaction: reactants, conditions, products, and yield Starting materials: CC(=O)OC(C)=O, O, CC(C)Oc1cc(O)cc2nc[nH]c(=O)c12, c1ccncc1. Yields the product CC(=O)Oc1cc(OC(C)C)c2c(=O)[nH]cnc2c1. As a reaction SMILES: [CH3:23][C:24](=[O:25])[O:26][C:27](=[O:28])[CH3:29].[OH2:30].[OH:7][c:8]1[cH:9][c:10]([O:19][CH:20]([CH3:21])[CH3:22])[c:11]2[c:12](=[O:18])[nH:13][cH:14][n:15][c:16]2[cH:17]1.[cH:1]1[cH:2][cH:3][n:4][cH:5][cH:6]1>>[O:7]([c:8]1[cH:9][c:10]([O:19][CH:20]([CH3:21])[CH3:22])[c:11]2[c:12](=[O:18])[nH:13][cH:14][n:15][c:16]2[cH:17]1)[C:24]([CH3:23])=[O:25].